describe an organic reaction: reactants, conditions, products, and yield From a dataset of the Open Reaction Database (ORD), a public repository of structured organic reaction records. Starting materials: CN1CCOCC1, CC#N, O=c1[nH]ccc(Cl)c1-c1nc2cc3cn[nH]c3cc2[nH]1, Cl, Cl, NCC(O)c1cccc(Cl)c1. The product is O=c1[nH]ccc(NCC(O)c2cccc(Cl)c2)c1-c1nc2cc3cn[nH]c3cc2[nH]1. Reaction SMILES: [CH3:34][N:35]1[CH2:36][CH2:37][O:38][CH2:39][CH2:40]1.[CH3:41][C:42]#[N:43].[Cl:2][c:3]1[c:4](-[c:10]2[n:11][c:12]3[cH:13][c:14]4[cH:15][n:16][nH:17][c:18]4[cH:19][c:20]3[nH:21]2)[c:5](=[O:9])[nH:6][cH:7][cH:8]1.[ClH:1].[ClH:22].[NH2:23][CH2:24][CH:25]([OH:26])[c:27]1[cH:28][c:29]([Cl:33])[cH:30][cH:31][cH:32]1>>[c:3]1([NH:23][CH2:24][CH:25]([OH:26])[c:27]2[cH:28][c:29]([Cl:33])[cH:30][cH:31][cH:32]2)[c:4](-[c:10]2[n:11][c:12]3[cH:13][c:14]4[cH:15][n:16][nH:17][c:18]4[cH:19][c:20]3[nH:21]2)[c:5](=[O:9])[nH:6][cH:7][cH:8]1.